The task is: describe an organic reaction: reactants, conditions, products, and yield. This data is from the Open Reaction Database (ORD), a public repository of structured organic reaction records. Starting materials: Cl (HCl), C1CCOC1 (THF), C1=CC=C(C=C1)C[C@@H](C(=O)O)N (L-PHE), [OH-].[Na+] (NaOH), N1(CCOCC1)NS(=O)(=O)Cl (4-morpholinylsulfamyl chloride). Solvent: O (water). Conditions: time 6 hour. The product is N1(CCOCC1)S(=O)(=O)N[C@@H](CC1=CC=CC=C1)C(=O)O (N-(4-Morpholinylsulfonyl)-L-phenylalanine). RXN SMILES: [CH:1]1[CH:6]=[CH:5][C:4]([CH2:7][C@H:8]([NH2:12])[C:9]([OH:11])=[O:10])=[CH:3][CH:2]=1.[OH-].[Na+].N1([NH:21][S:22](Cl)(=[O:24])=[O:23])CCOCC1.Cl.[CH2:27]1[CH2:31][O:30][CH2:29][CH2:28]1>O>[N:21]1([S:22]([NH:12][C@H:8]([C:9]([OH:11])=[O:10])[CH2:7][C:4]2[CH:3]=[CH:2][CH:1]=[CH:6][CH:5]=2)(=[O:24])=[O:23])[CH2:27][CH2:31][O:30][CH2:29][CH2:28]1 |f:1.2|. Reported procedure: A solution of L-PHE (66 g), NaOH (16 g), and water (120 mL) was treated dropwise with a solution of 4-morpholinylsulfamyl chloride (37 g, prepared according to the methods of R. Wegler and K. Bodenbenner, Anallen der Chemie, 624, 25 (1959) and G. Weiss and G. Schulze, Anallen der Chemie, 729, 40 (1969)) in THF (80 mL). The reaction was stirred for 6 hours at room temperature then concentrated aqueous HCl was added dropwise to bring the solution to pH 2. Product was extracted into EtOAc and this ... Starting materials: OC(CCNC(C(F)(F)F)=O)C=1C=C(C=CC1)C#CCCC(=O)NC (5-(3-(1-hydroxy-3-(2,2,2-trifluoro acetamido) propyl)phenyl)-N-methylpent-4-ynamide). Run in CCO (EtOH). Yields the product OC(CCNC(C(F)(F)F)=O)C=1C=C(C=CC1)CCCCC(=O)NC (5-(3-(1-hydroxy-3-(2,2,2-trifluoro acetamido)propyl)phenyl)-N-methyl pentanamide). Reaction SMILES: [OH:1][CH:2]([C:12]1[CH:13]=[C:14]([C:18]#[C:19][CH2:20][CH2:21][C:22]([NH:24][CH3:25])=[O:23])[CH:15]=[CH:16][CH:17]=1)[CH2:3][CH2:4][NH:5][C:6](=[O:11])[C:7]([F:10])([F:9])[F:8]>CCO>[OH:1][CH:2]([C:12]1[CH:13]=[C:14]([CH2:18][CH2:19][CH2:20][CH2:21][C:22]([NH:24][CH3:25])=[O:23])[CH:15]=[CH:16][CH:17]=1)[CH2:3][CH2:4][NH:5][C:6](=[O:11])[C:7]([F:10])([F:9])[F:8]. Procedure: Reduction of 5-(3-(1-hydroxy-3-(2,2,2-trifluoro acetamido) propyl)phenyl)-N-methylpent-4-ynamide using EtOH as the solvent yielded 5-(3-(1-hydroxy-3-(2,2,2-trifluoro acetamido)propyl)phenyl)-N-methyl pentanamide as yellow oil. Yield (0.911 mg, 83%). 1H NMR (400 MHz, CDCl3) δ 8.0 (bs, 1H), 7.27 (t, J=7.2 Hz, 1H), 7.16 (s, 1H), 7.14 (d, J=7.6 Hz, 1H), 7.10 (d, J=7.6 Hz, 1H), 5.56 (bs, 1H), 4.83-4.86 (m, 1H), 3.54-3.60 (m, 1H), 3.37-3.44 (m, 1H), 2.76 (d, J=4.8 Hz, 3H), 2.63 (t, J=7.6 Hz, 2H), 2.12... The reactants are C1(=CC=CC=C1)C (toluene), C(C(=O)C)(=O)O (pyruvic acid), C(CCCCCCCCCCCCCCCCC)O (stearyl alcohol). The product is C(C(=O)C)(=O)OCCCCCCCCCCCCCCCCCC (stearyl pyruvate). RXN SMILES: C1(C)C=CC=CC=1.[C:8]([OH:13])(=[O:12])[C:9]([CH3:11])=[O:10].[CH2:14](O)[CH2:15][CH2:16][CH2:17][CH2:18][CH2:19][CH2:20][CH2:21][CH2:22][CH2:23][CH2:24][CH2:25][CH2:26][CH2:27][CH2:28][CH2:29][CH2:30][CH3:31]>O.C1(C)C=CC(S(O)(=O)=O)=CC=1.O>[C:8]([O:13][CH2:31][CH2:30][CH2:29][CH2:28][CH2:27][CH2:26][CH2:25][CH2:24][CH2:23][CH2:22][CH2:21][CH2:20][CH2:19][CH2:18][CH2:17][CH2:16][CH2:15][CH3:14])(=[O:12])[C:9]([CH3:11])=[O:10] |f:3.4|. Isolated yield 60.1%. Run in O (water). The reagents and catalysts are O.C1(=CC=C(C=C1)S(=O)(=O)O)C (p-toluenesulfonic acid monohydrate). Procedure details: A toluene solution (1 L) containing pyruvic acid (220 g, 2.5 mol), stearyl alcohol (675 g, 2.5 mol) and p-toluenesulfonic acid monohydrate (1.2 g) was heated and refluxed for 16 hours under nitrogen flow. The reaction led to generation of water in the system. However, the water was removed using Dean-Stark trap. The resultant reaction solution was cooled down to room temperature, followed by removal of toluene using an evaporator under a reduced pressure. The residual was then purified using red... Yields the product Oc1ccc2c(c1)C=CCO2. Reaction SMILES: [C:1]([OH:2])(=[O:3])[CH3:4].[CH3:18][CH2:19][OH:20].[ClH:17].[Na+:16].[O:5]1[CH2:6][CH:7]=[CH:8][c:9]2[cH:10][cH:11][cH:12][cH:13][c:14]21.[OH-:15]>>[OH:3][c:11]1[cH:10][c:9]2[c:14]([cH:13][cH:12]1)[O:5][CH2:6][CH:7]=[CH:8]2. Starting materials: CC(=O)O, CCO, Cl, [Na+], C1=Cc2ccccc2OC1, [OH-]. Conditions: time 10 minute. Product: FC1=CC=C(C=C1)C1CCN(CC1)C(=O)NC1=CC=2CCC(=CC2C=C1)CN1CCCCC1 (4-(4-fluorophenyl)-N-[6-(1-piperidinylmethyl)-7,8-dihydro-2-naphthalenyl]-1-piperidinecarboxamide). Run in O (water), C(C)(=O)OCC (Ethyl acetate), O1CCCC1 (tetrahydrofuran). Reaction SMILES: [N:1]1([CH2:6][C:7]2[CH2:16][CH2:15][C:14]3[CH:13]=[C:12]([NH2:17])[CH:11]=[CH:10][C:9]=3[CH:8]=2)[CH2:5][CH2:4][CH2:3][CH2:2]1.N1C=CC=C[CH:19]=1.[C:24](Cl)(=O)[O:25]C1C=CC=CC=1.Cl.[F:35][C:36]1[CH:41]=[CH:40][C:39]([CH:42]2[CH2:47][CH2:46][NH:45][CH2:44][CH2:43]2)=[CH:38][CH:37]=1.[OH-].[Na+]>O1CCCC1.O.C(OCC)(=O)C>[F:35][C:36]1[CH:41]=[CH:40][C:39]([CH:42]2[CH2:43][CH2:44][N:45]([C:24]([NH:17][C:12]3[CH:11]=[CH:10][C:9]4[CH:8]=[C:7]([CH2:6][N:1]5[CH2:5][CH2:4][CH2:3][CH2:2][CH2:19]5)[CH2:16][CH2:15][C:14]=4[CH:13]=3)=[O:25])[CH2:46][CH2:47]2)=[CH:38][CH:37]=1 |f:3.4,5.6|. Reported procedure: 6-(1-Pyrrolidinylmethyl)-7,8-dihydro-2-naphthalenamine obtained in Reference Example 54 (50 mg, 0.22 mmol) and pyridine (35 mg, 0.44 mmol) were dissolved in tetrahydrofuran (3 ml). Phenyl chlorocarbonate (38 mg, 0.24 mol) was added to the solution under ice-cooling, which was stirred for 10 minutes. The reaction mixture was concentrated, and dimethylsulfoxide (5 ml) was added to the residue. 4-(4-Fluorophenyl)piperidine hydrochloride (57 mg, 0.26 mmol) and 4N aqueous sodium hydroxide solution (0... Reactants: N1(CCCC1)CC1=CC=2C=CC(=CC2CC1)N (6-(1-Pyrrolidinylmethyl)-7,8-dihydro-2-naphthalenamine), C(OC1=CC=CC=C1)(=O)Cl (Phenyl chlorocarbonate), Example 54, N1=CC=CC=C1 (pyridine), Cl.FC1=CC=C(C=C1)C1CCNCC1 (4-(4-Fluorophenyl)piperidine hydrochloride), [OH-].[Na+] (sodium hydroxide).